From a dataset of the Open Reaction Database (ORD), a public repository of structured organic reaction records. describe an organic reaction: reactants, conditions, products, and yield Reactants: CC(C)([O-])C.[K+] (potassium tert-butoxide), Cl.NC(=N)N (guanidine hydrochloride), CC(C)(C)C=1C=C(C=C(C1O)C(C)(C)C)C=C1C(N=C(O1)SC)=O (5-[[3,5-bis-(1,1-dimethylethyl)-4-hydroxyphenyl]methylene]-2-(methylthio)-4(5H)-oxazolone). Run in C(C)O (ethanol), C(C)O (ethanol). Run at time 15 minute. The product is CC(C)(C)C=1C=C(C=C(C1O)C(C)(C)C)C=C1C(N=C(O1)NC(=N)N)=O ([5-[[3,5-Bis(1,1-dimethylethyl)-4-hydroxyphenyl]methylene]-4,5-dihydro-4-oxo-2-oxazolyl]guanidine). Yield: 55.0%. RXN SMILES: Cl.[NH2:2][C:3]([NH2:5])=[NH:4].CC(C)([O-])C.[K+].[CH3:12][C:13]([C:16]1[CH:17]=[C:18]([CH:27]=[C:28]2[O:32][C:31](SC)=[N:30][C:29]2=[O:35])[CH:19]=[C:20]([C:23]([CH3:26])([CH3:25])[CH3:24])[C:21]=1[OH:22])([CH3:15])[CH3:14]>C(O)C>[CH3:15][C:13]([C:16]1[CH:17]=[C:18]([CH:27]=[C:28]2[O:32][C:31]([NH:4][C:3]([NH2:5])=[NH:2])=[N:30][C:29]2=[O:35])[CH:19]=[C:20]([C:23]([CH3:24])([CH3:25])[CH3:26])[C:21]=1[OH:22])([CH3:12])[CH3:14] |f:0.1,2.3|. Procedure details: A solution of 2.0 g (0.021 mole) of guanidine hydrochloride in 75 mL of ethanol is cooled in ice and treated in portions with 2.2 g (0.020 mole) of potassium tert-butoxide. The mixture is stirred for 15 minutes, and then rapidly filtered into a suspension of 4.6 g (0.013 mole) of 5-[[3,5-bis-(1,1-dimethylethyl)-4-hydroxyphenyl]methylene]-2-(methylthio)-4(5H)-oxazolone in 75 mL of ethanol. The new reaction mixture is stirred at reflex for 3 hours, then cooled and filtered. The filtrate is evapora... Starting materials: C(C)(=O)OC(C)=O (acetic anhydride), C(=O)O (formic acid), CNC=1SC(=C(N1)C)C(C)=O (2-methylamino-4-methyl-5-acetylthiazole). Solvent: O1CCCC1 (tetrahydrofuran). Run at time 2 hour. The product is CN(C=O)C=1SC(=C(N1)C)C(C)=O (2-(N-methylformamido)-4-methyl-5-acetylthiazole). As a reaction SMILES: [CH3:1][NH:2][C:3]1[S:4][C:5]([C:9](=[O:11])[CH3:10])=[C:6]([CH3:8])[N:7]=1.[C:12](OC(=O)C)(=[O:14])C.C(O)=O>O1CCCC1>[CH3:1][N:2]([C:3]1[S:4][C:5]([C:9](=[O:11])[CH3:10])=[C:6]([CH3:8])[N:7]=1)[CH:12]=[O:14]. Procedure: To a solution of 2-methylamino-4-methyl-5-acetylthiazole (35 g) in tetrahydrofuran (700 ml) were added a mixture of acetic anhydride (94.5 ml) and formic acid (37.7 ml) at ambient temperature and the mixture was stirred for two hours. The reaction mixture was evaporated in vacuo. The residue was added to water and the resultant precipitate was collected by filtration and dried over phosphorus pentoxide to give 2-(N-methylformamido)-4-methyl-5-acetylthiazole (39.59 g). Starting materials: CC(C)(C)OC(=O)C12CCC(CC1)N2C(=O)OCc1ccccc1, ClCCl, O=C(O)C(F)(F)F, O. Yields the product O=C(OCc1ccccc1)N1C2CCC1(C(=O)O)CC2. RXN SMILES: [C:1]12([C:18](=[O:19])[O:20][C:21]([CH3:22])([CH3:23])[CH3:24])[CH2:2][CH2:3][CH:4]([CH2:5][CH2:6]1)[N:7]2[C:8](=[O:9])[O:10][CH2:11][c:12]1[cH:13][cH:14][cH:15][cH:16][cH:17]1.[Cl:32][CH2:33][Cl:34].[F:25][C:26]([F:27])([F:28])[C:29]([OH:30])=[O:31].[OH2:35]>>[C:1]12([C:18](=[O:19])[OH:20])[CH2:2][CH2:3][CH:4]([CH2:5][CH2:6]1)[N:7]2[C:8](=[O:9])[O:10][CH2:11][c:12]1[cH:13][cH:14][cH:15][cH:16][cH:17]1. The reactants are Cl[Cu], Cl, O=N[O-], Nc1ccc2[nH]ncc2c1, [Na+], O. Yields the product Clc1ccc2[nH]ncc2c1. Reaction SMILES: [Cl:17][Cu:18].[ClH:15].[N:11]([O-:12])=[O:13].[NH2:1][c:2]1[cH:3][c:4]2[cH:5][n:6][nH:7][c:8]2[cH:9][cH:10]1.[Na+:14].[OH2:16]>>[c:2]1([Cl:15])[cH:3][c:4]2[cH:5][n:6][nH:7][c:8]2[cH:9][cH:10]1. Starting materials: CC#N, Cc1ccccc1, CN1CC(CCCl)Oc2ccc(F)cc2C1=O, S=P12SP3(=S)SP(=S)(S1)SP(=S)(S2)S3. Yields the product CN1CC(CCCl)Oc2ccc(F)cc2C1=S. RXN SMILES: [CH3:32][C:33]#[N:34].[CH3:35][c:36]1[cH:37][cH:38][cH:39][cH:40][cH:41]1.[Cl:1][CH2:2][CH2:3][CH:4]1[O:5][c:6]2[c:7]([cH:13][c:14]([F:17])[cH:15][cH:16]2)[C:8](=[O:12])[N:9]([CH3:11])[CH2:10]1.[P:18]12(=[S:19])[S:20][P:21]3(=[S:31])[S:22][P:23](=[S:29])([S:24][P:25](=[S:28])([S:26]3)[S:27]1)[S:30]2>>[Cl:1][CH2:2][CH2:3][CH:4]1[O:5][c:6]2[c:7]([cH:13][c:14]([F:17])[cH:15][cH:16]2)[C:8](=[S:19])[N:9]([CH3:11])[CH2:10]1. Starting materials: N#CC1CCSC1CO, CC(O)=S, O=C([O-])O, C1CCOC1, [Na+], c1ccc(P(c2ccccc2)c2ccccc2)cc1. Product: CC(=O)SCC1SCCC1C#N. RXN SMILES: [C:1](#[N:2])[CH:3]1[CH2:4][CH2:5][S:6][CH:7]1[CH2:8][OH:9].[C:29]([CH3:30])(=[S:31])[OH:32].[C:33](=[O:34])([OH:35])[O-:36].[CH2:38]1[O:39][CH2:40][CH2:41][CH2:42]1.[Na+:37].[c:10]1([P:11]([c:12]2[cH:13][cH:14][cH:15][cH:16][cH:17]2)[c:18]2[cH:19][cH:20][cH:21][cH:22][cH:23]2)[cH:24][cH:25][cH:26][cH:27][cH:28]1>>[C:1](#[N:2])[CH:3]1[CH2:4][CH2:5][S:6][CH:7]1[CH2:8][S:31][C:29]([CH3:30])=[O:32]. The reactants are C1(=CC=C(C=C1)C(=C/C=C/C(=O)O)C1=CC=C(C=C1)C1=CC=CC=C1)C1=CC=CC=C1 ((E)-5,5-bis[(1,1'-biphenyl)-4-yl]-2,4-pentadienoic acid), [N+](=O)([O-])C1=CC=C(C=C1)O (4-nitrophenol), C1(CCCCC1)N=C=NC1CCCCC1 (1,3-dicyclohexylcarbodiimide). Solvent: ClCCl (dichloromethane). Run at time 1.5 hour. Product: [N+](=O)([O-])C1=CC=C(C=C1)OC(\C=C\C=C(C1=CC=C(C=C1)C1=CC=CC=C1)C1=CC=C(C=C1)C1=CC=CC=C1)=O ((E)-5,5-bis[(1,1'-biphenyl)-4-yl]-2,4-pentadienoic acid 4-nitrophenyl ester). The yield is 100.5%. Reaction SMILES: [C:1]1([C:26]2[CH:31]=[CH:30][CH:29]=[CH:28][CH:27]=2)[CH:6]=[CH:5][C:4]([C:7]([C:14]2[CH:19]=[CH:18][C:17]([C:20]3[CH:25]=[CH:24][CH:23]=[CH:22][CH:21]=3)=[CH:16][CH:15]=2)=[CH:8]/[CH:9]=[CH:10]/[C:11]([OH:13])=[O:12])=[CH:3][CH:2]=1.[N+:32]([C:35]1[CH:40]=[CH:39][C:38](O)=[CH:37][CH:36]=1)([O-:34])=[O:33].C1(N=C=NC2CCCCC2)CCCCC1>ClCCl>[N+:32]([C:35]1[CH:40]=[CH:39][C:38]([O:12][C:11](=[O:13])/[CH:10]=[CH:9]/[CH:8]=[C:7]([C:4]2[CH:5]=[CH:6][C:1]([C:26]3[CH:27]=[CH:28][CH:29]=[CH:30][CH:31]=3)=[CH:2][CH:3]=2)[C:14]2[CH:19]=[CH:18][C:17]([C:20]3[CH:21]=[CH:22][CH:23]=[CH:24][CH:25]=3)=[CH:16][CH:15]=2)=[CH:37][CH:36]=1)([O-:34])=[O:33]. Procedure details: As in Example 115, a solution of (E)-5,5-bis[(1,1'-biphenyl)-4-yl]-2,4-pentadienoic acid (0.673 g) and 4-nitrophenol (0.256 g) in dichloromethane (7 mL) was treated with 1,3-dicyclohexylcarbodiimide (0.345 g). The mixture was stirred at room temperature for 1.5 hours. The usual work up furnished 0.88 g of (E)-5,5-bis[(1,1'-biphenyl)-4-yl]-2,4-pentadienoic acid 4-nitrophenyl ester. The reactants are CC(C)(C)OC(=O)C1SC(C(=O)O)C(c2ccccc2)N1C(=O)CNC(=O)Nc1cccc(CC(=O)OCc2ccccc2)c1, CO, O=C[O-], [NH4+], [Na+], [OH-]. Yields the product CC(C)(C)OC(=O)C1SC(C(=O)O)C(c2ccccc2)N1C(=O)CNC(=O)Nc1cccc(CC(=O)O)c1. Reaction SMILES: [C:3]([CH3:4])([CH3:5])([CH3:6])[O:7][C:8](=[O:9])[CH:10]1[S:11][CH:12]([C:45](=[O:46])[OH:47])[CH:13]([c:39]2[cH:40][cH:41][cH:42][cH:43][cH:44]2)[N:14]1[C:15]([CH2:16][NH:17][C:18](=[O:19])[NH:20][c:21]1[cH:22][c:23]([CH2:27][C:28](=[O:29])[O:30][CH2:31][c:32]2[cH:33][cH:34][cH:35][cH:36][cH:37]2)[cH:24][cH:25][cH:26]1)=[O:38].[CH3:1][OH:2].[CH:48]([O-:49])=[O:50].[NH4+:51].[Na+:53].[OH-:52]>>[C:3]([CH3:4])([CH3:5])([CH3:6])[O:7][C:8](=[O:9])[CH:10]1[S:11][CH:12]([C:45](=[O:46])[OH:47])[CH:13]([c:39]2[cH:40][cH:41][cH:42][cH:43][cH:44]2)[N:14]1[C:15]([CH2:16][NH:17][C:18](=[O:19])[NH:20][c:21]1[cH:22][c:23]([CH2:27][C:28](=[O:29])[OH:30])[cH:24][cH:25][cH:26]1)=[O:38]. Starting materials: C(C1=CC=CC=C1)OCC1(OC(OCC1)(C(=O)N)C)C (4-Benzyloxymethyl-2,4-dimethyl-1,3-dioxane-2-carboxamide), C1(=CC=CC=C1)N=C=O (phenyl isocyanate), C1(=CC=CC=C1)C (toluene). Product: C(C1=CC=CC=C1)OCC1(OC(OC1)(C)C(=O)N(C(=O)N)C1=CC=CC=C1)C (N-((4-benzyloxymethyl-2,4-dimethyl-1,3-dioxolane-2-yl)carbonyl)-N-phenylurea). As a reaction SMILES: [CH2:1]([O:8][CH2:9][C:10]1([CH3:20])[CH2:15]C[O:13][C:12]([CH3:19])([C:16]([NH2:18])=[O:17])[O:11]1)[C:2]1[CH:7]=[CH:6][CH:5]=[CH:4][CH:3]=1.C1([N:27]=[C:28]=[O:29])C=CC=CC=1.[C:30]1(C)[CH:35]=[CH:34][CH:33]=[CH:32][CH:31]=1>>[CH2:1]([O:8][CH2:9][C:10]1([CH3:15])[CH2:20][O:13][C:12]([C:16]([N:18]([C:30]2[CH:35]=[CH:34][CH:33]=[CH:32][CH:31]=2)[C:28]([NH2:27])=[O:29])=[O:17])([CH3:19])[O:11]1)[C:2]1[CH:3]=[CH:4][CH:5]=[CH:6][CH:7]=1. Procedure details: 4-Benzyloxymethyl-2,4-dimethyl-1,3-dioxane-2-carboxamide (4.5g) and phenyl isocyanate (2.0g) in toluene (50 ml) were heated together under reflux for 20 hours. The toluene was then removed from the mixture under reduced pressure. The residue was triturated with petroleum ether (b.p. 40°-60° C) and recrystallized from ethanol to give the required product m.p. 91°-94° C. Starting materials: CN(C)CCNC1=NC2=CC(=CC=C2C2=C1C(C1=CC=CC=C12)=O)O (6-(((dimethylamino)ethyl)amino)-3-hydroxy-7H-indeno[2,1-c]quinoline-7-on), C(C(C)(C)C)(=O)Cl (pivaloyl chloride), O (water). The reagents and catalysts are CN(C1=CC=NC=C1)C (4-dimethylaminopyridine). The solvent is ClCCl (dichloromethane). Run at time 3 hour. Yields the product CN(C)CCNC1=NC2=CC(=CC=C2C2=C1C(C1=CC=CC=C12)=O)OC(C(C)(C)C)=O (6-(((dimethylamino)ethyl)amino)-3-(pivaloyloxy)-7H-indeno[2,1-c]quinoline-7-on). The yield is 83.8%. As a reaction SMILES: [CH3:1][N:2]([CH2:4][CH2:5][NH:6][C:7]1[C:16]2[C:17](=[O:24])[C:18]3[C:23]([C:15]=2[C:14]2[C:9](=[CH:10][C:11]([OH:25])=[CH:12][CH:13]=2)[N:8]=1)=[CH:22][CH:21]=[CH:20][CH:19]=3)[CH3:3].[C:26](Cl)(=[O:31])[C:27]([CH3:30])([CH3:29])[CH3:28].O>ClCCl.CN(C)C1C=CN=CC=1>[CH3:3][N:2]([CH2:4][CH2:5][NH:6][C:7]1[C:16]2[C:17](=[O:24])[C:18]3[C:23]([C:15]=2[C:14]2[C:9](=[CH:10][C:11]([O:25][C:26](=[O:31])[C:27]([CH3:30])([CH3:29])[CH3:28])=[CH:12][CH:13]=2)[N:8]=1)=[CH:22][CH:21]=[CH:20][CH:19]=3)[CH3:1]. Procedure details: To a solution of 6-(((dimethylamino)ethyl)amino)-3-hydroxy-7H-indeno[2,1-c]quinoline-7-on obtained in example 3 (100 mg, 0.3 mmol) in dichloromethane (10 ml) was added 4-dimethylaminopyridine (100 mg, 0.8 mmol) and pivaloyl chloride (37 μl, 0.3 mmol), and the mixture was stirred at room temperature for 3 hours. To the reaction mixture was added water to wash the organic layer, which was dried over magnesium sulfate and evaporated. The residue was purified by silica gel column chromatography (elu...